From a dataset of the Open Reaction Database (ORD), a public repository of structured organic reaction records. describe an organic reaction: reactants, conditions, products, and yield Starting materials: CC(C)(C)OC(=O)CSc1ccc(Br)cc1, C=CC(=O)OCC, CC(=O)[O-], CC(=O)[O-], CC#N, CCN(C(C)C)C(C)C, [Pd+2], c1ccc(P(c2ccccc2)c2ccccc2)cc1. Product: CCOC(=O)C=Cc1ccc(SCC(=O)OC(C)(C)C)cc1. RXN SMILES: [Br:1][c:2]1[cH:3][cH:4][c:5]([S:8][CH2:9][C:10](=[O:11])[O:12][C:13]([CH3:14])([CH3:15])[CH3:16])[cH:6][cH:7]1.[C:45]([CH:46]=[CH2:47])(=[O:48])[O:49][CH2:50][CH3:51].[C:52]([O-:53])(=[O:54])[CH3:55].[C:57]([O-:58])(=[O:59])[CH3:60].[CH3:61][C:62]#[N:63].[CH:17]([N:18]([CH:19]([CH3:20])[CH3:21])[CH2:22][CH3:23])([CH3:24])[CH3:25].[Pd+2:56].[c:26]1([P:27]([c:28]2[cH:29][cH:30][cH:31][cH:32][cH:33]2)[c:34]2[cH:35][cH:36][cH:37][cH:38][cH:39]2)[cH:40][cH:41][cH:42][cH:43][cH:44]1>>[c:2]1([CH:47]=[CH:46][C:45](=[O:48])[O:49][CH2:50][CH3:51])[cH:3][cH:4][c:5]([S:8][CH2:9][C:10](=[O:11])[O:12][C:13]([CH3:14])([CH3:15])[CH3:16])[cH:6][cH:7]1. The reactants are CC1C2=CC=CC=C2C2(CC=CCC2C1)NC(OC)=O (Methyl (1,9,10,10a-tetrahydro-9-methyl-4a(4H)-phenanthrenyl)carbamate), C[Si]([O-])(C)C.[K+] (potassium trimethylsilanolate), amine, Cl (HCl). Run in C1CCOC1 (THF). The product is Cl.CC1C2=CC=CC=C2C2(CC=CCC2C1)N (1,9,10,10a-Tetrahydro-9-methyl-4a(4H)-phenanthrenamine monohydrochloride). Yield: 54.0%. Reaction SMILES: [CH3:1][CH:2]1[CH2:15][CH:14]2[C:9]([NH:16]C(=O)OC)([CH2:10][CH:11]=[CH:12][CH2:13]2)[C:8]2[C:3]1=[CH:4][CH:5]=[CH:6][CH:7]=2.C[Si](C)(C)[O-].[K+].[ClH:27]>C1COCC1>[ClH:27].[CH3:1][CH:2]1[CH2:15][CH:14]2[C:9]([NH2:16])([CH2:10][CH:11]=[CH:12][CH2:13]2)[C:8]2[C:3]1=[CH:4][CH:5]=[CH:6][CH:7]=2 |f:1.2,5.6|. Procedure details: A solution of the compound of Example 35 (0.5 g, 1.85 mmol) and potassium trimethylsilanolate (0.47 g, 3.69 mmol) in 20 ml THF was refluxed overnight. The reaction was worked up as previously described, and the ethereal solution of the free amine was treated with isopropanolic HCl to give the title compound (0.25 g, 54%), mp 234°-236° C. The reactants are CN(C=O)C (N,N-dimethylformamide), NC1=C(C=CC(=N1)N1C=C(C(C2=CC(=C(C(=C12)Cl)F)F)=O)C(=O)O)F (1-(6-amino-5-fluoropyridine-2-yl)-8-chloro-6,7-difluoro-4-oxo-1,4-dihydroquinoline-3-carboxylic acid), Cl.Cl.NC1CNC1 (3-aminoazetidine dihydrochloride), CN1CCCC1 (N-methylpyrrolidine). The solvent is C(C)O (ethanol). Conditions: temperature 90 celsius, time 15 minute. The product is NC1CN(C1)C1=C(C=C2C(C(=CN(C2=C1Cl)C1=NC(=C(C=C1)F)N)C(=O)O)=O)F (7-(3-aminoazetidine-1-yl)-1-(6-amino-5-fluoropyridine-2-yl)-8-chloro-6-fluoro-4-oxo-1,4-dihydroquinoline-3-carboxylic acid). Yield: 98.8%. As a reaction SMILES: CN(C)C=O.[NH2:6][C:7]1[N:12]=[C:11]([N:13]2[C:22]3[C:17](=[CH:18][C:19]([F:25])=[C:20](F)[C:21]=3[Cl:23])[C:16](=[O:26])[C:15]([C:27]([OH:29])=[O:28])=[CH:14]2)[CH:10]=[CH:9][C:8]=1[F:30].Cl.Cl.[NH2:33][CH:34]1[CH2:37][NH:36][CH2:35]1.CN1CCCC1>C(O)C>[NH2:33][CH:34]1[CH2:37][N:36]([C:20]2[C:21]([Cl:23])=[C:22]3[C:17]([C:16](=[O:26])[C:15]([C:27]([OH:29])=[O:28])=[CH:14][N:13]3[C:11]3[CH:10]=[CH:9][C:8]([F:30])=[C:7]([NH2:6])[N:12]=3)=[CH:18][C:19]=2[F:25])[CH2:35]1 |f:2.3.4|. Reported procedure: To 270 mg of N,N-dimethylformamide were added 55 mg of 1-(6-amino-5-fluoropyridine-2-yl)-8-chloro-6,7-difluoro-4-oxo-1,4-dihydroquinoline-3-carboxylic acid, 70 mg of 3-aminoazetidine dihydrochloride, and 80 mg of N-methylpyrrolidine, and the mixture was stirred at 90° C. for 15 minutes. After adding 0.3 ml of ethanol, the mixture was allowed to cool, and the precipitate was collected by filtration and washed with ethanol and diisopropylether successively to obtain 62 mg of the title compound as ... The reactants are CCOC(=O)CBr, O=C(NCCN(CCC(c1ccccc1)c1ccccc1)C(=O)c1ccccc1)c1cccc2c1CCN2, CCN(CC)P1(=NC(C)(C)C)N(C)CCCN1C, CCOC(C)=O, CN(C)C=O. Yields the product CCOC(=O)CN1CCc2c(C(=O)NCCN(CCC(c3ccccc3)c3ccccc3)C(=O)c3ccccc3)cccc21. Reaction SMILES: [Br:57][CH2:58][C:59](=[O:60])[O:61][CH2:62][CH3:63].[C:1]([c:2]1[cH:3][cH:4][cH:5][cH:6][cH:7]1)(=[O:8])[N:9]([CH2:10][CH2:11][NH:12][C:13](=[O:14])[c:15]1[c:16]2[c:20]([cH:21][cH:22][cH:23]1)[NH:19][CH2:18][CH2:17]2)[CH2:24][CH2:25][CH:26]([c:27]1[cH:28][cH:29][cH:30][cH:31][cH:32]1)[c:33]1[cH:34][cH:35][cH:36][cH:37][cH:38]1.[C:39]([N:40]=[P:41]1([N:42]([CH2:43][CH3:44])[CH2:45][CH3:46])[N:47]([CH3:48])[CH2:49][CH2:50][CH2:51][N:52]1[CH3:53])([CH3:54])([CH3:55])[CH3:56].[CH3:69][CH2:70][O:71][C:72]([CH3:73])=[O:74].[O:64]=[CH:65][N:66]([CH3:67])[CH3:68]>>[C:1]([c:2]1[cH:3][cH:4][cH:5][cH:6][cH:7]1)(=[O:8])[N:9]([CH2:10][CH2:11][NH:12][C:13](=[O:14])[c:15]1[c:16]2[c:20]([cH:21][cH:22][cH:23]1)[N:19]([CH2:58][C:59](=[O:60])[O:61][CH2:62][CH3:63])[CH2:18][CH2:17]2)[CH2:24][CH2:25][CH:26]([c:27]1[cH:28][cH:29][cH:30][cH:31][cH:32]1)[c:33]1[cH:34][cH:35][cH:36][cH:37][cH:38]1.